The task is: describe an organic reaction: reactants, conditions, products, and yield. This data is from the Open Reaction Database (ORD), a public repository of structured organic reaction records. Reactants: CC(C)(C)[Si](C)(C)Cl, CC(C)c1cc(OS(=O)(=O)C(F)(F)F)ccc1CO, CN(C)C=O, O, c1c[nH]cn1. Product: CC(C)c1cc(OS(=O)(=O)C(F)(F)F)ccc1O[Si](C)(C)C(C)(C)C. Reaction SMILES: [Cl:20][Si:21]([CH3:22])([CH3:23])[C:24]([CH3:25])([CH3:26])[CH3:27].[F:1][C:2]([S:3](=[O:4])(=[O:5])[O:6][c:7]1[cH:8][c:9]([CH:15]([CH3:16])[CH3:17])[c:10]([CH2:13][OH:14])[cH:11][cH:12]1)([F:18])[F:19].[O:33]=[CH:34][N:35]([CH3:36])[CH3:37].[OH2:38].[nH:28]1[cH:29][cH:30][n:31][cH:32]1>>[F:1][C:2]([S:3](=[O:4])(=[O:5])[O:6][c:7]1[cH:8][c:9]([CH:15]([CH3:16])[CH3:17])[c:10]([O:33][Si:21]([CH3:22])([CH3:23])[C:24]([CH3:25])([CH3:26])[CH3:27])[cH:11][cH:12]1)([F:18])[F:19]. RXN SMILES: [F:1][C:2]1[CH:7]=[CH:6][CH:5]=[CH:4][C:3]=1[C:8](=O)[CH2:9][CH2:10][CH2:11][CH2:12][N:13]1[CH2:18][CH2:17][CH:16]([C:19]2[CH:20]=[C:21]([NH:25][C:26](=[O:30])[CH:27]([CH3:29])[CH3:28])[CH:22]=[CH:23][CH:24]=2)[CH2:15][CH2:14]1.Cl.[CH3:33][O:34][C:35]1[CH:40]=[CH:39][C:38]([NH:41]N)=[CH:37][CH:36]=1>>[F:1][C:2]1[CH:7]=[CH:6][CH:5]=[CH:4][C:3]=1[C:8]1[NH:41][C:38]2[C:39]([C:9]=1[CH2:10][CH2:11][CH2:12][N:13]1[CH2:14][CH2:15][CH:16]([C:19]3[CH:20]=[C:21]([NH:25][C:26](=[O:30])[CH:27]([CH3:29])[CH3:28])[CH:22]=[CH:23][CH:24]=3)[CH2:17][CH2:18]1)=[CH:40][C:35]([O:34][CH3:33])=[CH:36][CH:37]=2 |f:1.2|. Yields the product FC1=C(C=CC=C1)C=1NC2=CC=C(C=C2C1CCCN1CCC(CC1)C=1C=C(C=CC1)NC(C(C)C)=O)OC (N-[3-(1-{3-[2-(2-FLUOROPHENYL)-5-METHOXY-1H-INDOL-3-YL]PROPYL}-4-PIPERIDINYL)PHENYL]-2-METHYLPROPANAMIDE). Starting materials: FC1=C(C=CC=C1)C(CCCCN1CCC(CC1)C=1C=C(C=CC1)NC(C(C)C)=O)=O (N-(3-{1-[5-(2-fluorophenyl)-5-oxopentyl]-4-piperidinyl}phenyl)-2-methylpropanamide), Cl.COC1=CC=C(C=C1)NN (4-methoxyphenylhydrazine hydrochloride). Procedure details: Prepared by Procedure E and Scheme M using N-(3-{1-[5-(2-fluorophenyl)-5-oxopentyl]-4-piperidinyl}phenyl)-2-methylpropanamide and 4-methoxyphenylhydrazine hydrochloride: ESMS m/e: 528.2 (M+H)+. Reactants: S1C(=NC2=C1C=CC=C2)NC2=CC=C(C=C2)Cl (Benzothiazol-2-yl-(4-chloro-phenyl)-amine), ClC1=C(C(=O)Cl)C=CC=C1 (2-chlorobenzoyl chloride), C(=O)O (formic acid), solution, CC(C)(C)[O-].[K+] (KOtBu). Run in C1CCOC1 (THF), C1CCOC1 (THF), C1CCOC1 (THF). Yields the product S1C(=NC2=C1C=CC=C2)N(C(C2=C(C=CC=C2)Cl)=O)C2=CC=C(C=C2)Cl (N-Benzothiazol-2-yl-2-chloro-N-(4-chloro-phenyl)-benzamide). Yield: 67.0%. RXN SMILES: [S:1]1[C:5]2[CH:6]=[CH:7][CH:8]=[CH:9][C:4]=2[N:3]=[C:2]1[NH:10][C:11]1[CH:16]=[CH:15][C:14]([Cl:17])=[CH:13][CH:12]=1.[Cl:18][C:19]1[CH:27]=[CH:26][CH:25]=[CH:24][C:20]=1[C:21](Cl)=[O:22].CC([O-])(C)C.[K+].C(O)=O>C1COCC1>[S:1]1[C:5]2[CH:6]=[CH:7][CH:8]=[CH:9][C:4]=2[N:3]=[C:2]1[N:10]([C:11]1[CH:16]=[CH:15][C:14]([Cl:17])=[CH:13][CH:12]=1)[C:21](=[O:22])[C:20]1[CH:24]=[CH:25][CH:26]=[CH:27][C:19]=1[Cl:18] |f:2.3|. Procedure details: A mixture of 39.1 mg (0.15 mmol) Benzothiazol-2-yl-(4-chloro-phenyl)-amine in 0.5 ml THF, 45.2 mg (0.18 mmol) 2-chlorobenzoyl chloride in 0.18 ml THF and 0.17 ml of a 1 M solution of KOtBu in THF was heated to 50° C. for 16 h. After addition of 0.5 ml formic acid the mixtures are subjected to preparative HPLC separation on reversed phase eluting with an acetonitrile/water gradient. Evaporation of the product fractions yielded 40.1 mg (67%) of the title compound. MS (m/e): 399.3 (MH+, 100%). Reactants: NC1=NC=CC(=C1)C (2-Amino4-methylpyridine), C(C)OCC (diethyl ether). Procedure details: 2-Amino4-methylpyridine (99.0 g, 91.5 mmol) in acetic anhydride (250 mL) was warmed to 70° C. for two h. The mixture was cooled to room temperature and diethyl ether (100 mL) added. The product crystallized as white needle crystals. Filtering and drying in vacuo afforded N-(4-methyl-pyridin-2-yl)-acetamide (130 g, 95%). The yield is 95.0%. Yields the product CC1=CC(=NC=C1)NC(C)=O (N-(4-methyl-pyridin-2-yl)-acetamide). Solvent: C(C)(=O)OC(C)=O (acetic anhydride). RXN SMILES: [NH2:1][C:2]1[CH:7]=[C:6]([CH3:8])[CH:5]=[CH:4][N:3]=1.[CH2:9]([O:11]CC)[CH3:10]>C(OC(=O)C)(=O)C>[CH3:8][C:6]1[CH:5]=[CH:4][N:3]=[C:2]([NH:1][C:9](=[O:11])[CH3:10])[CH:7]=1. The reactants are COC=1C=CC(=CC1)P2(=S)SP(=S)(S2)C=3C=CC(=CC3)OC (Lawesson's reagent), COC=1C(=C2C=CC(=C(C2=CC1)C(=O)N(CC(=O)OC)C)OCC(F)(F)F)C(F)(F)F (N-[[6-methoxy-2-(2,2,2-trifluoroethoxy)-5-(trifluoromethyl)-1-naphthalenyl]carbonyl]-N-methylglycine, methyl ester), COC=1C=CC(=CC1)P2(=S)SP(=S)(S2)C=3C=CC(=CC3)OC (Lawesson's reagent). The solvent is C1(=CC=CC=C1)C (toluene), C(Cl)Cl (methylene chloride). Product: COC=1C(=C2C=CC(=C(C2=CC1)C(N(CC(=O)OC)C)=S)OCC(F)(F)F)C(F)(F)F (N-[[6-Methoxy-2-(2,2,2-trifluoroethoxy)-5-(trifluoromethyl)-1-naphthalenyl]thioxomethyl]-N-methylglycine, Methyl Ester). Yield: 64.0%. As a reaction SMILES: COC1C=CC(P2(SP(C3C=CC(OC)=CC=3)(=S)S2)=[S:10])=CC=1.[CH3:23][O:24][C:25]1[C:26]([C:50]([F:53])([F:52])[F:51])=[C:27]2[C:32](=[CH:33][CH:34]=1)[C:31]([C:35]([N:37]([CH3:43])[CH2:38][C:39]([O:41][CH3:42])=[O:40])=O)=[C:30]([O:44][CH2:45][C:46]([F:49])([F:48])[F:47])[CH:29]=[CH:28]2>C1(C)C=CC=CC=1.C(Cl)Cl>[CH3:23][O:24][C:25]1[C:26]([C:50]([F:53])([F:52])[F:51])=[C:27]2[C:32](=[CH:33][CH:34]=1)[C:31]([C:35](=[S:10])[N:37]([CH3:43])[CH2:38][C:39]([O:41][CH3:42])=[O:40])=[C:30]([O:44][CH2:45][C:46]([F:49])([F:48])[F:47])[CH:29]=[CH:28]2. Reported procedure: Lawesson's reagent (3.20 g, 0.6 eq) was added to a stirred solution of N-[[6-methoxy-2-(2,2,2-trifluoroethoxy)-5-(trifluoromethyl)-1-naphthalenyl]carbonyl]-N-methylglycine, methyl ester, prepared by the process of Example 3, Step 1 (6.00 g, 13.2 mmol) in toluene (60 mL) at room temperature under argon. The reaction was heated to reflux for 111/2 hours, with more Lawesson's reagent (4.8 g, 0.9 eq) added in two portions after 21/4 and 83/4 hours. The reaction was cooled to room temperature and dil... Starting materials: OC=1C(=C(C2=C(C(CC(O2)(CCC=C(C)C)C)=O)C1)C)C (2,3-dihydro-6-hydroxy-2,7,8-trimethyl-2-(4-methylpent-3-enyl )-4H-1-benzopyran-4-one), [Si](C)(C)(C(C)(C)C)Cl (tert-butyldimethylsilyl chloride), N1C=NC=C1 (imidazole), O (water). Run in CN(C)C=O (DMF). Reaction conditions: time 18 hour. The product is CC(C)(C)[Si](OC=1C(=C(C2=C(C(CC(O2)(CCC=C(C)C)C)=O)C1)C)C)(C)C (2,3-Dihydro-6-[(1,1-Dimethylethyl)dimethylsilyloxy]-2,7,8-Trimethyl-2-(4-Methylpent-3-enyl)-4H-1-Benzopyran-4-One). Yield: 71.7%. RXN SMILES: [OH:1][C:2]1[C:3]([CH3:21])=[C:4]([CH3:20])[C:5]2[O:10][C:9]([CH3:17])([CH2:11][CH2:12][CH:13]=[C:14]([CH3:16])[CH3:15])[CH2:8][C:7](=[O:18])[C:6]=2[CH:19]=1.[Si:22](Cl)([C:25]([CH3:28])([CH3:27])[CH3:26])([CH3:24])[CH3:23].N1C=CN=C1.O>CN(C=O)C>[CH3:26][C:25]([Si:22]([CH3:24])([CH3:23])[O:1][C:2]1[C:3]([CH3:21])=[C:4]([CH3:20])[C:5]2[O:10][C:9]([CH3:17])([CH2:11][CH2:12][CH:13]=[C:14]([CH3:15])[CH3:16])[CH2:8][C:7](=[O:18])[C:6]=2[CH:19]=1)([CH3:28])[CH3:27]. Procedure details: A mixture of 2,3-dihydro-6-hydroxy-2,7,8-trimethyl-2-(4-methylpent-3-enyl )-4H-1-benzopyran-4-one (9.4 q, 34.3 mmole), tert-butyldimethylsilyl chloride (7.75 g, 51.5 mmole), and imidazole (6.99 g, 0.1 mole) were dissolved in 50 mL of dry DMF. The solution was stirred under nitrogen for about 18 hours, poured into water and extracted with ether. The organic layers were dried (brine, MgSO4) and concentrated in vacuo. The crude material was purified by flash chromatography (gradient 20:1 to 10:1 he... Reactants: CO, CCOC(=O)COc1cnc2cc(CCc3nc(C(C)C)cs3)ccn2c1=O, [Li+], C1CCOC1, [OH-], O. Product: CC(C)c1csc(CCc2ccn3c(=O)c(OCC(=O)O)cnc3c2)n1. As a reaction SMILES: [CH3:36][OH:37].[CH:1]([CH3:2])([CH3:3])[c:4]1[n:5][c:6]([CH2:9][CH2:10][c:11]2[cH:12][c:13]3[n:14]([c:15](=[O:26])[c:16]([O:19][CH2:20][C:21](=[O:22])[O:23][CH2:24][CH3:25])[cH:17][n:18]3)[cH:27][cH:28]2)[s:7][cH:8]1.[Li+:29].[O:31]1[CH2:32][CH2:33][CH2:34][CH2:35]1.[OH-:30].[OH2:38]>>[CH:1]([CH3:2])([CH3:3])[c:4]1[n:5][c:6]([CH2:9][CH2:10][c:11]2[cH:12][c:13]3[n:14]([c:15](=[O:26])[c:16]([O:19][CH2:20][C:21](=[O:22])[OH:23])[cH:17][n:18]3)[cH:27][cH:28]2)[s:7][cH:8]1. Reactants: [Ag+], CCO, CC(C=Cc1ccccc1)=CC=O, O=[N+]([O-])[O-], [Na+], [OH-], O. Product: CC(C=Cc1ccccc1)=CC(=O)O. RXN SMILES: [Ag+:24].[CH3:16][CH2:17][OH:18].[CH3:1][C:2](=[CH:3][CH:4]=[O:5])[CH:6]=[CH:7][c:8]1[cH:9][cH:10][cH:11][cH:12][cH:13]1.[N+:20]([O-:21])([O-:22])=[O:23].[Na+:15].[OH-:14].[OH2:19]>>[CH3:1][C:2](=[CH:3][C:4](=[O:5])[OH:14])[CH:6]=[CH:7][c:8]1[cH:9][cH:10][cH:11][cH:12][cH:13]1. The reactants are C(C1=CC=CC=C1)(=O)O[C@@H]1C=C[C@H](C1)O ((S)-trans-3-benzoyloxy-5-hydroxycyclopent-1-ene), C(C)(=O)OC1C=CC(C1)=O (4-acetoxycyclopent-2-en-1-one), chromic anhydride, N1=CC=CC=C1 (pyridine). Solvent: C(Cl)Cl (methylene chloride). Conditions: time 20 minute. Product: C(C1=CC=CC=C1)(=O)O[C@@H]1C=CC(C1)=O (4(S)-benzoyloxycyclopent-2-en-1-one). The yield is 58.5%. As a reaction SMILES: [C:1]([O:9][C@H:10]1[CH2:14][C@H:13]([OH:15])[CH:12]=[CH:11]1)(=[O:8])[C:2]1[CH:7]=[CH:6][CH:5]=[CH:4][CH:3]=1.C(OC1CC(=O)C=C1)(=O)C.N1C=CC=CC=1>C(Cl)Cl>[C:1]([O:9][C@H:10]1[CH2:14][C:13](=[O:15])[CH:12]=[CH:11]1)(=[O:8])[C:2]1[CH:3]=[CH:4][CH:5]=[CH:6][CH:7]=1. Reported procedure: 38 milligrams of the (S)-trans-3-benzoyloxy-5-hydroxycyclopent-1-ene obtained by the method of (1), above, was added in 15 milliliters of methylene chloride to a chromic acid-pyridine complex prepared from 100 milligrams of chromic anhydride and 159 milligrams of pyridine, following which the mixture was stirred for 20 minutes at room temperature. The organic layer was then separated, successively washed in a 5% aqueous NaOH solution, 5% aqueous HCl solution and water and dried, after which the ...